This data is from the Open Reaction Database (ORD), a public repository of structured organic reaction records. The task is: describe an organic reaction: reactants, conditions, products, and yield Starting materials: C(CCC)OC(=O)C=1N=C(C2=CC=C(C=C2C1O)OC1=C(C=CC=C1C)C)C#N (1-cyano-6-(2,6-dimethyl-phenoxy)-4-hydroxy-isoquinoline-3-carboxylic acid butyl ester), NCCCCC(=O)O (5-aminovaleric acid), C[O-].[Na+] (NaOMe). Solvent: COCCO (2-methoxyethanol). Yields the product C(#N)C1=NC(=C(C2=CC(=CC=C12)OC1=C(C=CC=C1C)C)O)C(=O)NCCCCC(=O)O (5-{[1-Cyano-6-(2,6-dimethyl-phenoxy)-4-hydroxy-isoquinoline-3-carbonyl]-amino}-pentanoic acid). Yield: 77.3%. RXN SMILES: C(O[C:6]([C:8]1[N:9]=[C:10]([C:28]#[N:29])[C:11]2[C:16]([C:17]=1[OH:18])=[CH:15][C:14]([O:19][C:20]1[C:25]([CH3:26])=[CH:24][CH:23]=[CH:22][C:21]=1[CH3:27])=[CH:13][CH:12]=2)=[O:7])CCC.[NH2:30][CH2:31][CH2:32][CH2:33][CH2:34][C:35]([OH:37])=[O:36].C[O-].[Na+]>COCCO>[C:28]([C:10]1[C:11]2[C:16](=[CH:15][C:14]([O:19][C:20]3[C:21]([CH3:27])=[CH:22][CH:23]=[CH:24][C:25]=3[CH3:26])=[CH:13][CH:12]=2)[C:17]([OH:18])=[C:8]([C:6]([NH:30][CH2:31][CH2:32][CH2:33][CH2:34][C:35]([OH:37])=[O:36])=[O:7])[N:9]=1)#[N:29] |f:2.3|. Procedure details: A mixture of 1-cyano-6-(2,6-dimethyl-phenoxy)-4-hydroxy-isoquinoline-3-carboxylic acid butyl ester (80 mg, 0.20 mmol), 5-aminovaleric acid (480 mg, 4.10 mmol) and NaOMe (166 mg, 3.07 mmol) in 2-methoxyethanol (10 mL) was refluxed for 2 h. After the mixture was cooled to r.t., solvent was evaporated. The residue was partitioned between EtOAc (50 mL) and water (50 mL). 1 M HCl was added with vigorous stirring until pH was ˜2. The organic layer was dried over MgSO4 and concentrated. The crude produ... Reactants: O=C1CCC(CC1)NC1=C(C(=NC=C1)C)OC (4-(4-oxocyclohexylamino)-3-methoxy-2-methylpyridine), [Br-].C(C1=CC=CC=C1)[P+](C1=CC=CC=C1)(C1=CC=CC=C1)C1=CC=CC=C1 (benzyltriphenylphosphonium bromide), O (water), C(CCC)[Li] (butyllithium). The solvent is CS(=O)C (DMSO), COCCOC (ethylene glycol dimethyl ether), CCCCCC (hexane). Product: C(C1=CC=CC=C1)=C1CCC(CC1)NC1=C(C(=NC=C1)C)OC (4-(4-Benzylidenecyclohexylamino)-3-methoxy-2-methylpyridine). RXN SMILES: [Br-].[CH2:2]([P+](C1C=CC=CC=1)(C1C=CC=CC=1)C1C=CC=CC=1)[C:3]1[CH:8]=[CH:7][CH:6]=[CH:5][CH:4]=1.C([Li])CCC.O=[C:34]1[CH2:39][CH2:38][CH:37]([NH:40][C:41]2[CH:46]=[CH:45][N:44]=[C:43]([CH3:47])[C:42]=2[O:48][CH3:49])[CH2:36][CH2:35]1.O>COCCOC.CCCCCC.CS(C)=O>[CH:2](=[C:34]1[CH2:39][CH2:38][CH:37]([NH:40][C:41]2[CH:46]=[CH:45][N:44]=[C:43]([CH3:47])[C:42]=2[O:48][CH3:49])[CH2:36][CH2:35]1)[C:3]1[CH:8]=[CH:7][CH:6]=[CH:5][CH:4]=1 |f:0.1|. Procedure details: 7.8 g of benzyltriphenylphosphonium bromide in 50 ml of ethylene glycol dimethyl ether are deprotonated at 10° to 20° C. using 11 ml of 1.6 molar butyllithium solution in hexane. After 30 minutes 1.3 g of 4-(4-oxocyclohexylamino)-3-methoxy-2-methylpyridine are added dropwise in 10 ml of DMSO. After 5 hours at 40° to 50° C. the mixture is poured into water and extracted with methylene chloride. The product is purified by column chromatography on silica gel (eluent: ethanol). 0.6=41%; m.p.: 120° C... Starting materials: [Si](C)(C)(C(C)(C)C)OCC=1C=C(OCC2=CC(=CS2)/C(=C/CCC(CC)(O)CC)/CC)C=CC1CO[Si](C)(C)C(C)(C)C ((E)-7-{5-[3,4-bis(tert-butyldimethylsilanyloxymethyl)phenoxymethyl]-3-thienyl}-3-ethylnon-6-en-3-ol). Reagents/catalysts: [Br-].C(CCC)[N+](CCCC)(CCCC)CCCC (tetrabutylammonium bromide). Product: OCC=1C=C(OCC2=CC(=CS2)/C(=C/CCC(CC)(O)CC)/CC)C=CC1CO ((E)-7-[5-(3,4-bis-Hydroxymethyl-phenoxymethyl)-3-thienyl]-3-ethylnon-6-en-3-ol). Reaction SMILES: [Si]([O:8][CH2:9][C:10]1[CH:11]=[C:12]([CH:32]=[CH:33][C:34]=1[CH2:35][O:36][Si](C(C)(C)C)(C)C)[O:13][CH2:14][C:15]1[S:19][CH:18]=[C:17](/[C:20](/[CH2:30][CH3:31])=[CH:21]/[CH2:22][CH2:23][C:24]([CH2:28][CH3:29])([OH:27])[CH2:25][CH3:26])[CH:16]=1)(C(C)(C)C)(C)C>[Br-].C([N+](CCCC)(CCCC)CCCC)CCC>[OH:8][CH2:9][C:10]1[CH:11]=[C:12]([CH:32]=[CH:33][C:34]=1[CH2:35][OH:36])[O:13][CH2:14][C:15]1[S:19][CH:18]=[C:17](/[C:20](/[CH2:30][CH3:31])=[CH:21]/[CH2:22][CH2:23][C:24]([CH2:28][CH3:29])([OH:27])[CH2:25][CH3:26])[CH:16]=1 |f:1.2|. Reported procedure: In a manner similar to that of Example 6(l), by reaction of 1 g (1.5 mmol) of (E)-7-{5-[3,4-bis(tert-butyldimethylsilanyloxymethyl)phenoxymethyl]-3-thienyl}-3-ethylnon-6-en-3-ol with 3.7 mL (3.7 mmol) of 1.0 M tetrabutylammonium bromide, the desired product is obtained in the form of white crystals (m.p.=73-74° C.; m=480 mg; Y=74%). Reactants: CC(C)c1ccc2c(Nc3cc(C(=O)Nc4nnc(C(C)(C)C)s4)ccc3Oc3ccc(NC(=O)OC(C)(C)C)cc3)ncnc2n1, ClCCl, O=C(O)C(F)(F)F. Yields the product CC(C)c1ccc2c(Nc3cc(C(=O)Nc4nnc(C(C)(C)C)s4)ccc3Oc3ccc(N)cc3)ncnc2n1. Reaction SMILES: [C:1]([O:2][C:3](=[O:4])[NH:7][c:8]1[cH:9][cH:10][c:11]([O:14][c:15]2[c:16]([NH:33][c:34]3[c:35]4[c:36]([n:37][cH:38][n:39]3)[n:40][c:41]([CH:44]([CH3:45])[CH3:46])[cH:42][cH:43]4)[cH:17][c:18]([C:21]([NH:22][c:23]3[s:24][c:25]([C:28]([CH3:29])([CH3:30])[CH3:31])[n:26][n:27]3)=[O:32])[cH:19][cH:20]2)[cH:12][cH:13]1)([CH3:5])([CH3:6])[CH3:47].[Cl:55][CH2:56][Cl:57].[F:48][C:49]([F:50])([F:51])[C:52]([OH:53])=[O:54]>>[NH2:7][c:8]1[cH:9][cH:10][c:11]([O:14][c:15]2[c:16]([NH:33][c:34]3[c:35]4[c:36]([n:37][cH:38][n:39]3)[n:40][c:41]([CH:44]([CH3:45])[CH3:46])[cH:42][cH:43]4)[cH:17][c:18]([C:21]([NH:22][c:23]3[s:24][c:25]([C:28]([CH3:29])([CH3:30])[CH3:31])[n:26][n:27]3)=[O:32])[cH:19][cH:20]2)[cH:12][cH:13]1. Starting materials: C[C@@]1(CN2C(O1)=NC(=C2)[N+](=O)[O-])COC2=CC=C(C=C2)C2=CC=C(C=C2)N2CCN(CC2)C(=O)OC(C)(C)C ((R)-2-methyl-2-(4′-(4-tert-butoxycarbonylpiperazin-1-yl)biphenyl-4-yloxymethyl)-6-nitro-2,3-dihydroimidazo[2,1-b]oxazole), ClCCl (dichloromethane). Run in FC(C(=O)O)(F)F (trifluoroacetic acid). Reaction conditions: time 8 hour. Yields the product ClC1=CC=C(CN2CCN(CC2)C2=CC=C(C=C2)C2=CC=C(C=C2)OC[C@]2(CN3C(O2)=NC(=C3)[N+](=O)[O-])C)C=C1 ((R)-2-(4′-(4-(4-chlorobenzyl)piperazin-1-yl)biphenyl-4-yloxymethyl)-2-methyl-6-nitro-2,3-dihydroimidazo[2,1-b]oxazole). Yield: 51.8%. As a reaction SMILES: [CH3:1][C@@:2]1([CH2:13][O:14][C:15]2[CH:20]=[CH:19][C:18]([C:21]3[CH:26]=[CH:25][C:24]([N:27]4[CH2:32][CH2:31][N:30]([C:33](OC(C)(C)C)=O)[CH2:29][CH2:28]4)=[CH:23][CH:22]=3)=[CH:17][CH:16]=2)[O:6][C:5]2=[N:7][C:8]([N+:10]([O-:12])=[O:11])=[CH:9][N:4]2[CH2:3]1.Cl[CH2:41][Cl:42]>FC(F)(F)C(O)=O>[Cl:42][C:41]1[CH:19]=[CH:20][C:15]([CH2:33][N:30]2[CH2:31][CH2:32][N:27]([C:24]3[CH:23]=[CH:22][C:21]([C:18]4[CH:17]=[CH:16][C:15]([O:14][CH2:13][C@:2]5([CH3:1])[O:6][C:5]6=[N:7][C:8]([N+:10]([O-:12])=[O:11])=[CH:9][N:4]6[CH2:3]5)=[CH:20][CH:19]=4)=[CH:26][CH:25]=3)[CH2:28][CH2:29]2)=[CH:16][CH:17]=1. Procedure details: 850 mg of (R)-2-methyl-2-(4′-(4-tert-butoxycarbonylpiperazin-1-yl)biphenyl-4-yloxymethyl)-6-nitro-2,3-dihydroimidazo[2,1-b]oxazole was dissolved in 10 ml of trifluoroacetic acid and 5 ml of dichloromethane, followed by stirring at room temperature overnight. Thereafter, the reaction solution was concentrated under a reduced pressure, and then, 6 ml of dichloromethane and 6 ml of triethylamine were added thereto. The mixture was stirred at room temperature for 5 minutes, and it was then concentra... Reactants: O=C[C@H](O)[C@@H](O)[C@H](O)[C@H](O)CO (D-glucose), C1=CC(=C[N+](=C1)[C@H]2[C@@H]([C@@H]([C@H](O2)COP(=O)(O)OP(=O)(O)OC[C@@H]3[C@H]([C@H]([C@@H](O3)N4C=NC5=C4N=CN=C5N)OP(=O)(O)O)O)O)O)C(=O)N (B-NADP), [Cl-].[K+] (Potassium chloride), C(C)#N (acetonitrile). Run at temperature 30 celsius, time 17 hour. Product: COC1([C@H](COCC1)O)OC ((3S)-4,4-dimethoxytetrahydro-2H-pyran-3-ol). As a reaction SMILES: O=C[C@@H:3]([C@H:5]([C@@H:7]([C@@H:9]([CH2:11][OH:12])[OH:10])[OH:8])O)O.C1C=[N+]([C@@H]2[O:23][C@H:22](COP(OP(OC[C@H]3O[C@@H](N4C5N=CN=C(N)C=5N=C4)[C@H](OP(O)(O)=O)[C@@H]3O)(O)=O)(O)=O)[C@@H](O)[C@H]2O)C=C(C(N)=O)C=1.[Cl-].[K+].[C:63](#N)C>>[CH3:22][O:23][C:7]1([O:8][CH3:63])[CH2:5][CH2:3][O:12][CH2:11][C@@H:9]1[OH:10] |f:2.3|. Procedure details: The above organic solution of 4,4-dimethoxydihydro-2H-pyran-3(4H)-one was extracted 3× with phosphate buffered water (0.55 L). To the combined aqueous extracts was added D-glucose (180 g, 100 mmol), and the solution was heated to 30° C. When the solution exceeded 27° C. upon heating B-NADP+ (1.60 g, 499 mmol), GDH-103 (1.60 g, 499 mmol), and KRED-130 (1.60 g, 499 mmol) were added and the mixture was stirred for 17 hours at 30° C. Potassium chloride (200 g, 2.68 mol) and acetonitrile (1.3 L) were... The reactants are C=O, O=CO, Clc1ccc(OCCNCCCn2ccnc2)cc1, Cl. The product is CN(CCCn1ccnc1)CCOc1ccc(Cl)cc1. As a reaction SMILES: [CH2:20]=[O:21].[CH:23]([OH:24])=[O:25].[Cl:1][c:2]1[cH:3][cH:4][c:5]([O:6][CH2:7][CH2:8][NH:9][CH2:10][CH2:11][CH2:12][n:13]2[cH:14][n:15][cH:16][cH:17]2)[cH:18][cH:19]1.[ClH:22]>>[Cl:1][c:2]1[cH:3][cH:4][c:5]([O:6][CH2:7][CH2:8][N:9]([CH2:10][CH2:11][CH2:12][n:13]2[cH:14][n:15][cH:16][cH:17]2)[CH3:20])[cH:18][cH:19]1. Reactants: C(C)(C)(C)C=1N=C(C=2C(N1)=NN(N2)CC)N2CC(CC2)(F)F (5-tert-Butyl-7-(3,3-difluoro-pyrrolidin-1-yl)-2-ethyl-2H-[1,2,3]triazolo[4,5-d]pyrimidine), FC(COC=1N=C(C2=C(N1)NN=N2)N2C[C@H](CC2)O)(F)F ((S)-1-[5-(2,2,2-Trifluoro-ethoxy)-3H-[1,2,3]triazolo[4,5-d]pyrimidin-7-yl]-pyrrolidin-3-ol), BrCC1=C(C=CC=C1)Cl (1-(bromomethyl)-2-chlorobenzene). Yields the product ClC1=C(CN2N=C3C(N=C(N=C3N3C[C@H](CC3)O)OCC(F)(F)F)=N2)C=CC=C1 ((S)-1-[2-(2-Chloro-benzyl)-5-(2,2,2-trifluoro-ethoxy)-2H-[1,2,3]triazolo[4,5-d]pyrimidin-7-yl]-pyrrolidin-3-ol). Reaction SMILES: C(C1N=C(N2CCC(F)(F)C2)C2C(=NN(CC)N=2)N=1)(C)(C)C.[F:23][C:24]([F:43])([F:42])[CH2:25][O:26][C:27]1[N:28]=[C:29]([N:36]2[CH2:40][CH2:39][C@H:38]([OH:41])[CH2:37]2)[C:30]2[N:35]=[N:34][NH:33][C:31]=2[N:32]=1.Br[CH2:45][C:46]1[CH:51]=[CH:50][CH:49]=[CH:48][C:47]=1[Cl:52]>>[Cl:52][C:47]1[CH:48]=[CH:49][CH:50]=[CH:51][C:46]=1[CH2:45][N:34]1[N:33]=[C:31]2[N:32]=[C:27]([O:26][CH2:25][C:24]([F:42])([F:23])[F:43])[N:28]=[C:29]([N:36]3[CH2:40][CH2:39][C@H:38]([OH:41])[CH2:37]3)[C:30]2=[N:35]1. Procedure: In analogy to the procedure described for the synthesis of 5-tert-butyl-7-(3,3-difluoro-pyrrolidin-1-yl)-2-ethyl-2H-[1,2,3]triazolo[4,5-d]pyrimidine (example 3, step b), the title compound was prepared from (S)-1-[5-(2,2,2-Trifluoro-ethoxy)-3H-[1,2,3]triazolo[4,5-d]pyrimidin-7-yl]-pyrrolidin-3-ol and 1-(bromomethyl)-2-chlorobenzene. MS (m/e): 429.4 (MH+).